Dataset: the Open Reaction Database (ORD), a public repository of structured organic reaction records. Task: describe an organic reaction: reactants, conditions, products, and yield The reactants are [H][H] (hydrogen), 57, CC=1N(C(N(N1)C1=CC=C(C=C1)[N+](=O)[O-])=O)CCC (2,4-dihydro-5-methyl-2-(4-nitrophenyl)-4-propyl-3H-1,2,4-triazol-3-one). Reagents/catalysts: [Pd] (palladium-on-charcoal). Run in CO (methanol). The product is 46, NC1=CC=C(C=C1)N1N=C(N(C1=O)CCC)C (2-(4-aminophenyl)-2,4-dihydro-5-methyl-4-propyl-3H-1,2,4-triazol-3-one). The yield is 91.0%. Reaction SMILES: [CH3:1][C:2]1[N:3]([CH2:17][CH2:18][CH3:19])[C:4](=[O:16])[N:5]([C:7]2[CH:12]=[CH:11][C:10]([N+:13]([O-])=O)=[CH:9][CH:8]=2)[N:6]=1.[H][H]>[Pd].CO>[NH2:13][C:10]1[CH:9]=[CH:8][C:7]([N:5]2[C:4](=[O:16])[N:3]([CH2:17][CH2:18][CH3:19])[C:2]([CH3:1])=[N:6]2)=[CH:12][CH:11]=1. Reported procedure: A mixture of 57 parts of 2,4-dihydro-5-methyl-2-(4-nitrophenyl)-4-propyl-3H-1,2,4-triazol-3-one and 400 parts of methanol was hydrogenated at normal pressure and at room temperature with 5 parts of palladium-on-charcoal catalyst 20%. After the calculated amount of hydrogen was taken up, the catalyst was filtered off and the filtrate was evaporated. The residue was crystallized from a mixture of 4-methyl-2-pentanone and 2,2'-oxybispropane. The product was filtered off and dried, yielding 46 parts... Starting materials: C(CCC)OC(=O)NC(C(=O)N(C)C(C(=O)NC(CC1=CC(=C(C=C1)O)C(C)(C)C)C1=NC(=CC(N1)=O)C)C(C)C)CC1=CC=C(C=C1)F (2-(1-(2-((2-butoxycarbonylamino-3-(4-fluorophenyl)propionyl)-N-methylamino)-3-methyl-butyrylamino)-2-(3-tert-butyl-4-hydroxyphenyl)ethyl)-6-methyl-4-pyrimidinone), resultant mixture. Solvent: C(Cl)Cl (methylene chloride), C(=O)(C(F)(F)F)O (TFA). The product is NC(C(=O)N(C)C(C(=O)NC(CC1=CC(=C(C=C1)O)C(C)(C)C)C1=NC(=CC(N1)=O)C)C(C)C)CC1=CC=C(C=C1)F (2-(1-(2-((2-amino-3-(4-fluorophenyl)propionyl)-N-methylamino)-3-methyl-butyrylamino)-2-(3-tert-butyl-4-hydroxyphenyl)ethyl)-6-methyl-4-pyrimidinone). Yield: 94.6%. As a reaction SMILES: C(OC([NH:8][CH:9]([CH2:42][C:43]1[CH:48]=[CH:47][C:46]([F:49])=[CH:45][CH:44]=1)[C:10]([N:12]([CH:14]([CH:39]([CH3:41])[CH3:40])[C:15]([NH:17][CH:18]([C:31]1[NH:36][C:35](=[O:37])[CH:34]=[C:33]([CH3:38])[N:32]=1)[CH2:19][C:20]1[CH:25]=[CH:24][C:23]([OH:26])=[C:22]([C:27]([CH3:30])([CH3:29])[CH3:28])[CH:21]=1)=[O:16])[CH3:13])=[O:11])=O)CCC>C(Cl)Cl.C(O)(C(F)(F)F)=O>[NH2:8][CH:9]([CH2:42][C:43]1[CH:48]=[CH:47][C:46]([F:49])=[CH:45][CH:44]=1)[C:10]([N:12]([CH:14]([CH:39]([CH3:41])[CH3:40])[C:15]([NH:17][CH:18]([C:31]1[NH:36][C:35](=[O:37])[CH:34]=[C:33]([CH3:38])[N:32]=1)[CH2:19][C:20]1[CH:25]=[CH:24][C:23]([OH:26])=[C:22]([C:27]([CH3:30])([CH3:29])[CH3:28])[CH:21]=1)=[O:16])[CH3:13])=[O:11]. Procedure details: To a solution of 2-(1-(2-((2-butoxycarbonylamino-3-(4-fluorophenyl)propionyl)-N-methylamino)-3-methyl-butyrylamino)-2-(3-tert-butyl-4-hydroxyphenyl)ethyl)-6-methyl-4-pyrimidinone (A) (279 mg) in methylene chloride (8 ml), TFA (1.3 ml) was added under cooling with ice. The resultant mixture was stirred at room temperature for 1 hour and evaporated to remove the solvent under reduced pressure; the thus obtained residue was subjected to silica gel column chromatography (developing solvent: methylen... The reactants are OC(C)C1=CC=C(C=C1)C1=CC=C(C=C1)C(C)O (4,4′-di-(1-hydroxyethyl)biphenyl), C(C)(C)(C)C=1C=C(C(O)=CC1)O (4-tert-butyl catechol), OC(C)C1=CC=C(C=C1)C1=CC=C(C=C1)C(C)O (DHEBP), CC=1C=CC=CC1C (o-xylene). Run in O (Water). The product is C(=C)C1=CC=C(C=C1)C1=CC=C(C=C1)C=C (DVBP). As a reaction SMILES: O[CH:2]([C:4]1[CH:9]=[CH:8][C:7]([C:10]2[CH:15]=[CH:14][C:13]([CH:16](O)[CH3:17])=[CH:12][CH:11]=2)=[CH:6][CH:5]=1)[CH3:3].C(C1C=C(O)C(=CC=1)O)(C)(C)C.CC1C=CC=CC=1C>O>[CH:2]([C:4]1[CH:9]=[CH:8][C:7]([C:10]2[CH:15]=[CH:14][C:13]([CH:16]=[CH2:17])=[CH:12][CH:11]=2)=[CH:6][CH:5]=1)=[CH2:3]. Procedure details: The mixture of 5.0020 g (0.02064 mole) of 4,4′-di-(1-hydroxyethyl)biphenyl (DHEBP), 0.0050 g (0.1% of DHEBP weight) of 4-tert-butyl catechol, 00742 g (1.483% of DHEBP weight or 4.11 mmol/L) of TSA, and 90 mL of o-xylene was heated at the boiling temperature for 40 minutes. Water released during the dehydration was azeotroped from the system. Then, the reaction mixture was treated as described in Example 1. The yield of the unsaturated composition riched with 4,4′-divinylbiphenyl (DVBP) was 3.8 g... The reactants are C=CCCCBr, C1COCCN1. The product is C=CCCCN1CCOCC1. Reaction SMILES: [Br:1][CH2:2][CH2:3][CH2:4][CH:5]=[CH2:6].[CH2:7]1[CH2:8][O:9][CH2:10][CH2:11][NH:12]1>>[CH2:2]([CH2:3][CH2:4][CH:5]=[CH2:6])[N:12]1[CH2:7][CH2:8][O:9][CH2:10][CH2:11]1. The reactants are BrC1=C(C=CC=C1)C(C)=O (2′-bromoacetophenone), solvent, C(O)([O-])=O.[Na+] (sodium hydrogencarbonate), C(=C)B1OC(C)(C)C(C)(C)O1 (vinylboronic acid pinacol ester). Reagents/catalysts: C=1C=CC(=CC1)[P](C=2C=CC=CC2)(C=3C=CC=CC3)[Pd]([P](C=4C=CC=CC4)(C=5C=CC=CC5)C=6C=CC=CC6)([P](C=7C=CC=CC7)(C=8C=CC=CC8)C=9C=CC=CC9)[P](C=1C=CC=CC1)(C=1C=CC=CC1)C=1C=CC=CC1 (tetrakis(triphenylphosphine)palladium(0)). The solvent is O (water), O1CCOCC1 (1,4-dioxane), O (Water). Run at temperature 95 celsius, time 2.5 hour. Yields the product C(=C)C1=C(C=CC=C1)C(C)=O (2′-Vinylacetophenone). Isolated yield 68.4%. Reaction SMILES: Br[C:2]1[CH:7]=[CH:6][CH:5]=[CH:4][C:3]=1[C:8](=[O:10])[CH3:9].C(=O)([O-])O.[Na+].[CH:16](B1OC(C)(C)C(C)(C)O1)=[CH2:17]>C1C=CC([P]([Pd]([P](C2C=CC=CC=2)(C2C=CC=CC=2)C2C=CC=CC=2)([P](C2C=CC=CC=2)(C2C=CC=CC=2)C2C=CC=CC=2)[P](C2C=CC=CC=2)(C2C=CC=CC=2)C2C=CC=CC=2)(C2C=CC=CC=2)C2C=CC=CC=2)=CC=1.O.O1CCOCC1>[CH:16]([C:2]1[CH:7]=[CH:6][CH:5]=[CH:4][C:3]=1[C:8](=[O:10])[CH3:9])=[CH2:17] |f:1.2,^1:30,32,51,70|. Procedure: A solution of 2′-bromoacetophenone (1.6 mL, 12 mmol), sodium hydrogencarbonate (2.5 g, 30 mmol), vinylboronic acid pinacol ester (3.0 mL, 18 mmol) and tetrakis(triphenylphosphine)palladium(0) (0.69 g, 0.60 mmol) in a mixed solvent (50 mL), which consists of water and 1,4-dioxane (1:4), was stirred at 95° C. for 2.5 hours. Water (100 mL) was added to the reaction solution and extracted with ethyl acetate (100 mL). The organic layer was washed with brine (50 mL), dried over anhydrous magnesium sul...